From a dataset of the Open Reaction Database (ORD), a public repository of structured organic reaction records. describe an organic reaction: reactants, conditions, products, and yield Starting materials: ClC=1C(=NN(C1SC)C)O (4-Chloro-1-methyl-5-(methylthio)-1H-pyrazol-3-ol), N1=C(C=CC=C1C)C (2,6-lutidine), [Cl-].[NH4+] (ammonium chloride), compound, ClC=1N=NC=C(C1)OC (3-chloro-5-methoxypyridazine). Run in C1(=CC=CC=C1)C (toluene). Product: ClC=1C(=NN(C1SC)C)OC=1N=NC=C(C1)OC (3-[[4-chloro-1-methyl-5-(methylthio)-1H-pyrazol-3-yl]oxy]-5-methoxypyridazine). The yield is 26.0%. RXN SMILES: [Cl:1][C:2]1[C:3]([OH:10])=[N:4][N:5]([CH3:9])[C:6]=1[S:7][CH3:8].Cl[C:12]1[N:13]=[N:14][CH:15]=[C:16]([O:18][CH3:19])[CH:17]=1.N1C(C)=CC=CC=1C.[Cl-].[NH4+]>C1(C)C=CC=CC=1>[Cl:1][C:2]1[C:3]([O:10][C:12]2[N:13]=[N:14][CH:15]=[C:16]([O:18][CH3:19])[CH:17]=2)=[N:4][N:5]([CH3:9])[C:6]=1[S:7][CH3:8] |f:3.4|. Procedure details: 4-Chloro-1-methyl-5-(methylthio)-1H-pyrazol-3-ol which is a known compound (2.7 g, 0.015 mole), 3-chloro-5-methoxypyridazine (1.45 g, 0.01 mole), and 2,6-lutidine (1.4 mL, 0.012 moles) were heated to reflux in toluene (40 mL) under N2 for 18 h. The mixture was then poured into aqueous ammonium chloride and extracted 3×100 mL with ethyl acetate. The organic layers were washed with water and brine, dried (MgSO4), filtered and evaporated in vacuo. The crude solid was purified by flash chromatograph... Starting materials: CC(C)(C)C(=O)OCCl, CC(C)(C)OC(=O)Nc1cccc(C(=O)O)c1, CCOC(C)=O, [I-], [K+], [Na], CN(C)C=O. Yields the product CC(C)(C)OC(=O)Nc1cccc(C(=O)OCOC(=O)C(C)(C)C)c1. As a reaction SMILES: [C:26]([C:27]([CH3:28])([CH3:29])[CH3:30])(=[O:31])[O:32][CH2:33][Cl:34].[C:2]([CH3:3])([CH3:4])([CH3:5])[O:6][C:7](=[O:8])[NH:9][c:10]1[cH:11][c:12]([C:13](=[O:14])[OH:15])[cH:16][cH:17][cH:18]1.[CH3:35][CH2:36][O:37][C:38](=[O:39])[CH3:40].[I-:25].[K+:24].[Na:1].[O:19]=[CH:20][N:21]([CH3:22])[CH3:23]>>[C:2]([CH3:3])([CH3:4])([CH3:5])[O:6][C:7](=[O:8])[NH:9][c:10]1[cH:11][c:12]([C:13](=[O:14])[O:15][CH2:33][O:32][C:26]([C:27]([CH3:28])([CH3:29])[CH3:30])=[O:31])[cH:16][cH:17][cH:18]1. Reactants: CCO, Cl, Cc1cccc2cc(C(C)Nc3nc(F)nc4c3ncn4C3CCCCO3)n(-c3ccccc3)c(=O)c12, Cc1cccc2cc(C(C)Nc3nc(F)nc4[nH]cnc34)n(-c3ccccc3)c(=O)c12, [Na+], O=C([O-])O. Product: Cc1cccc2cc(C(C)Nc3nc(F)nc4[nH]cnc34)n(-c3ccccc3)c(=O)c12, Cc1cccc2cc(C(C)Nc3nc(F)nc4[nH]cnc34)n(-c3ccccc3)c(=O)c12. Reaction SMILES: [CH3:75][CH2:76][OH:77].[ClH:74].[F:1][c:2]1[n:3][c:4]([NH:17][CH:18]([CH3:19])[c:20]2[n:21](-[c:32]3[cH:33][cH:34][cH:35][cH:36][cH:37]3)[c:22](=[O:31])[c:23]3[c:24]([CH3:30])[cH:25][cH:26][cH:27][c:28]3[cH:29]2)[c:5]2[n:6][cH:7][n:8]([CH:11]3[CH2:12][CH2:13][CH2:14][CH2:15][O:16]3)[c:9]2[n:10]1.[F:43][c:44]1[n:45][c:46]([NH:53][CH:54]([CH3:55])[c:56]2[n:57](-[c:68]3[cH:69][cH:70][cH:71][cH:72][cH:73]3)[c:58](=[O:67])[c:59]3[c:60]([CH3:66])[cH:61][cH:62][cH:63][c:64]3[cH:65]2)[c:47]2[n:48][cH:49][nH:50][c:51]2[n:52]1.[Na+:42].[O-:38][C:39]([OH:40])=[O:41]>>[F:1][c:2]1[n:3][c:4]([NH:17][CH:18]([CH3:19])[c:20]2[n:21](-[c:32]3[cH:33][cH:34][cH:35][cH:36][cH:37]3)[c:22](=[O:31])[c:23]3[c:24]([CH3:30])[cH:25][cH:26][cH:27][c:28]3[cH:29]2)[c:5]2[n:6][cH:7][nH:8][c:9]2[n:10]1.[F:43][c:44]1[n:45][c:46]([NH:53][CH:54]([CH3:55])[c:56]2[n:57](-[c:68]3[cH:69][cH:70][cH:71][cH:72][cH:73]3)[c:58](=[O:67])[c:59]3[c:60]([CH3:66])[cH:61][cH:62][cH:63][c:64]3[cH:65]2)[c:47]2[n:48][cH:49][nH:50][c:51]2[n:52]1. Reactants: P(=O)([O-])([O-])[O-].[K+].[K+].[K+] (tripotassium phosphate), C1(CC1)B(O)O (cyclopropylboronic acid), O (water), O (Water), C(C)(C)(C)OC(NC1(COC(OC1)(C)C)CCC1=CC(=C(C=C1)OCCCC1=CC=C(C=C1)Br)C(F)(F)F)=O ([5-(2-{4-[3-(4-bromophenyl)propoxy]-3-trifluoromethylphenyl}ethyl)-2,2-dimethyl-1,3-dioxan-5-yl]carbamic acid t-butyl ester). Reagents/catalysts: C(C)(=O)[O-].[Pd+2].C(C)(=O)[O-] (palladium acetate), C1(CCCCC1)P(C1=C(C=CC=C1)C1=C(C=CC=C1OC)OC)C1CCCCC1 (2-dicyclohexylphosphino-2′,6′-dimethoxybiphenyl). Solvent: O1CCCC1 (tetrahydrofuran). Conditions: temperature 100 celsius, time 3 hour. Yields the product C(C)(C)(C)OC(NC1(COC(OC1)(C)C)CCC1=CC(=C(C=C1)OCCCC1=CC=C(C=C1)C1CC1)C(F)(F)F)=O ([5-(2-{4-[3-(4-cyclopropylphenyl)propoxy]-3-trifluoromethylphenyl}ethyl)-2,2-dimethyl-1,3-dioxan-5-yl]carbamic acid t-butyl ester). Isolated yield 93.9%. Reaction SMILES: [C:1]([O:5][C:6](=[O:39])[NH:7][C:8]1([CH2:16][CH2:17][C:18]2[CH:23]=[CH:22][C:21]([O:24][CH2:25][CH2:26][CH2:27][C:28]3[CH:33]=[CH:32][C:31](Br)=[CH:30][CH:29]=3)=[C:20]([C:35]([F:38])([F:37])[F:36])[CH:19]=2)[CH2:13][O:12][C:11]([CH3:15])([CH3:14])[O:10][CH2:9]1)([CH3:4])([CH3:3])[CH3:2].P([O-])([O-])([O-])=O.[K+].[K+].[K+].[CH:48]1(B(O)O)[CH2:50][CH2:49]1.O>O1CCCC1.C([O-])(=O)C.[Pd+2].C([O-])(=O)C.C1(P(C2CCCCC2)C2C=CC=CC=2C2C(OC)=CC=CC=2OC)CCCCC1>[C:1]([O:5][C:6](=[O:39])[NH:7][C:8]1([CH2:16][CH2:17][C:18]2[CH:23]=[CH:22][C:21]([O:24][CH2:25][CH2:26][CH2:27][C:28]3[CH:33]=[CH:32][C:31]([CH:48]4[CH2:50][CH2:49]4)=[CH:30][CH:29]=3)=[C:20]([C:35]([F:38])([F:37])[F:36])[CH:19]=2)[CH2:13][O:12][C:11]([CH3:15])([CH3:14])[O:10][CH2:9]1)([CH3:4])([CH3:3])[CH3:2] |f:1.2.3.4,8.9.10|. Procedure details: Compound 41-4 (500 mg) was dissolved in tetrahydrofuran (1.6 ml), tripotassium phosphate (430 mg), palladium acetate (9.0 mg), 2-dicyclohexylphosphino-2′,6′-dimethoxybiphenyl (17 mg), cyclopropylboronic acid (85 mg) and water (40 μl) were added, and the mixture was stirred at 100° C. for 3 hr. Water was added to the reaction mixture, and the mixture was extracted with ethyl acetate, washed with saturated brine, and dried over anhydrous sodium sulfate. The solvent was evaporated under reduced pre... Reactants: COC(=O)C=1C=NC(=C(C1)Br)Cl (5-bromo-6-chloro-3-pyridinecarboxylic acid methyl ester), N[C@H]1[C@@H](CCCC1)O ((1R,2R)-2-amino-1-cyclohexanol), ClC1=CC=C(C=C1)B(O)O (4-chlorophenyl-boronic acid), CN1N=CN=C1CO (1-methyl-1H-1,2,4-triazole-5-methanol). Yields the product ClC1=CC=C(C=C1)C=1C(=NC=C(C(=O)N[C@H]2[C@@H](CCCC2)O)C1)OCC=1N(N=CN1)C (5-(4-Chloro-phenyl)-N-((1R,2R)-2-hydroxy-cyclohexyl)-6-(2-methyl-2H-[1,2,4]triazol-3-ylmethoxy)-nicotinamide). RXN SMILES: CO[C:3]([C:5]1[CH:6]=[N:7][C:8](Cl)=[C:9](Br)[CH:10]=1)=[O:4].[Cl:13][C:14]1[CH:19]=[CH:18][C:17](B(O)O)=[CH:16][CH:15]=1.[CH3:23][N:24]1[C:28]([CH2:29][OH:30])=[N:27][CH:26]=[N:25]1.[NH2:31][C@@H:32]1[CH2:37][CH2:36][CH2:35][CH2:34][C@H:33]1[OH:38]>>[Cl:13][C:14]1[CH:19]=[CH:18][C:17]([C:9]2[C:8]([O:30][CH2:29][C:28]3[N:24]([CH3:23])[N:25]=[CH:26][N:27]=3)=[N:7][CH:6]=[C:5]([CH:10]=2)[C:3]([NH:31][C@@H:32]2[CH2:37][CH2:36][CH2:35][CH2:34][C@H:33]2[OH:38])=[O:4])=[CH:16][CH:15]=1. Procedure: The title compound was synthesized in analogy to the procedure described for the preparation of Example 5, using 5-bromo-6-chloro-3-pyridinecarboxylic acid methyl ester, 4-chlorophenyl-boronic acid (commercially available), 1-methyl-1H-1,2,4-triazole-5-methanol (CAN 91616-36-3), and (1R,2R)-2-amino-1-cyclohexanol as starting materials. MS (ISP): 442.1 (M+H+). Reactants: NCCN, Nc1nc(Cl)ccc1[N+](=O)[O-], [Na+], [OH-], O. Yields the product NCCNc1ccc([N+](=O)[O-])c(N)n1. As a reaction SMILES: [NH2:12][CH2:13][CH2:14][NH2:15].[NH2:1][c:2]1[n:3][c:4]([Cl:11])[cH:5][cH:6][c:7]1[N+:8](=[O:9])[O-:10].[Na+:17].[OH-:16].[OH2:18]>>[NH2:1][c:2]1[n:3][c:4]([NH:15][CH2:14][CH2:13][NH2:12])[cH:5][cH:6][c:7]1[N+:8](=[O:9])[O-:10]. Starting materials: BrB(Br)Br, ClCCl, COc1cc(CCNc2ncnc3c(F)ccc(F)c23)ccc1Oc1cc(C(F)(F)F)ccn1. Yields the product Oc1cc(CCNc2ncnc3c(F)ccc(F)c23)ccc1Oc1cc(C(F)(F)F)ccn1. Reaction SMILES: [B:35]([Br:36])([Br:37])[Br:38].[Cl:39][CH2:40][Cl:41].[F:1][c:2]1[c:3]2[c:4]([NH:13][CH2:14][CH2:15][c:16]3[cH:17][c:18]([O:33][CH3:34])[c:19]([O:22][c:23]4[n:24][cH:25][cH:26][c:27]([C:29]([F:30])([F:31])[F:32])[cH:28]4)[cH:20][cH:21]3)[n:5][cH:6][n:7][c:8]2[c:9]([F:12])[cH:10][cH:11]1>>[F:1][c:2]1[c:3]2[c:4]([NH:13][CH2:14][CH2:15][c:16]3[cH:17][c:18]([OH:33])[c:19]([O:22][c:23]4[n:24][cH:25][cH:26][c:27]([C:29]([F:30])([F:31])[F:32])[cH:28]4)[cH:20][cH:21]3)[n:5][cH:6][n:7][c:8]2[c:9]([F:12])[cH:10][cH:11]1. The product is O=C(O)C=Cc1cc(Cl)c(Oc2ncccc2C(=O)N2CCN(C3CC3)c3ccccc32)cc1Cl. RXN SMILES: [CH2:1]([CH3:2])[O:3][C:4]([CH:5]=[CH:6][c:7]1[c:8]([Cl:36])[cH:9][c:10]([O:14][c:15]2[n:16][cH:17][cH:18][cH:19][c:20]2[C:21](=[O:22])[N:23]2[CH2:24][CH2:25][N:26]([CH:33]3[CH2:34][CH2:35]3)[c:27]3[cH:28][cH:29][cH:30][cH:31][c:32]32)[c:11]([Cl:13])[cH:12]1)=[O:37].[CH2:38]1[O:39][CH2:40][CH2:41][CH2:42]1.[ClH:45].[Na+:44].[OH-:43].[OH2:46]>>[O:3]=[C:4]([CH:5]=[CH:6][c:7]1[c:8]([Cl:36])[cH:9][c:10]([O:14][c:15]2[n:16][cH:17][cH:18][cH:19][c:20]2[C:21](=[O:22])[N:23]2[CH2:24][CH2:25][N:26]([CH:33]3[CH2:34][CH2:35]3)[c:27]3[cH:28][cH:29][cH:30][cH:31][c:32]32)[c:11]([Cl:13])[cH:12]1)[OH:37]. Starting materials: CCOC(=O)C=Cc1cc(Cl)c(Oc2ncccc2C(=O)N2CCN(C3CC3)c3ccccc32)cc1Cl, C1CCOC1, Cl, [Na+], [OH-], O. Starting materials: BrC1=C(C=CC(=C1)OCC1CCOCC1)S(=O)(=O)N(CC(C)C)C1=C(C=C(C=C1)C)C (2-bromo-N-(2,4-dimethylphenyl)-N-isobutyl-4-((tetrahydro-2H-pyran-4-yl)methoxy)benzenesulfonamide), [Li]CCCC (nBuLi), hexanes, C(=O)=O (carbon dioxide). The solvent is O1CCCC1 (tetrahydrofuran). Conditions: temperature 20 celsius, time 1 hour. Yields the product CC1=C(C=CC(=C1)C)N(S(=O)(=O)C1=C(C(=O)O)C=C(C=C1)OCC1CCOCC1)CC(C)C (2-(N-(2,4-dimethylphenyl)-N-isobutylsulfamoyl)-5-((tetrahydro-2H-pyran-4-yl)methoxy)benzoic acid). Reaction SMILES: Br[C:2]1[CH:7]=[C:6]([O:8][CH2:9][CH:10]2[CH2:15][CH2:14][O:13][CH2:12][CH2:11]2)[CH:5]=[CH:4][C:3]=1[S:16]([N:19]([C:24]1[CH:29]=[CH:28][C:27]([CH3:30])=[CH:26][C:25]=1[CH3:31])[CH2:20][CH:21]([CH3:23])[CH3:22])(=[O:18])=[O:17].[Li]CCCC.[C:37](=[O:39])=[O:38]>O1CCCC1>[CH3:31][C:25]1[CH:26]=[C:27]([CH3:30])[CH:28]=[CH:29][C:24]=1[N:19]([CH2:20][CH:21]([CH3:23])[CH3:22])[S:16]([C:3]1[CH:4]=[CH:5][C:6]([O:8][CH2:9][CH:10]2[CH2:15][CH2:14][O:13][CH2:12][CH2:11]2)=[CH:7][C:2]=1[C:37]([OH:39])=[O:38])(=[O:18])=[O:17]. Procedure: To a stirred solution of 2-bromo-N-(2,4-dimethylphenyl)-N-isobutyl-4-((tetrahydro-2H-pyran-4-yl)methoxy)benzenesulfonamide (50 mg, 0.098 mmol) in tetrahydrofuran (THF) at −78° C. was added nBuLi 1.6 M in hexanes (92 μL, 0.147 mmol) and the reaction stirred for 1 hour. After this time carbon dioxide (small pellet) was added and the reaction mixture stirred at −78° C. for 30 minutes, then warmed to 20° C. and stirred for a further 1 hour. The reaction was quenched with saturated ammonium chloride ...